From a dataset of the Open Reaction Database (ORD), a public repository of structured organic reaction records. describe an organic reaction: reactants, conditions, products, and yield Starting materials: ClC1=C(C=C(C=C1)[N+](=O)[O-])[N+](=O)[O-] (chloro-2,4-dinitrobenzene), [O-]CC.[Na+] (sodium ethoxide). Solvent: C(C)O (ethanol). Product: C(C)OC1=C(C=C(C=C1)[N+](=O)[O-])[N+](=O)[O-] (2,4-dinitrophenyl ethyl ether). As a reaction SMILES: Cl[C:2]1[CH:7]=[CH:6][C:5]([N+:8]([O-:10])=[O:9])=[CH:4][C:3]=1[N+:11]([O-:13])=[O:12].[O-:14][CH2:15][CH3:16].[Na+]>C(O)C>[CH2:15]([O:14][C:2]1[CH:7]=[CH:6][C:5]([N+:8]([O-:10])=[O:9])=[CH:4][C:3]=1[N+:11]([O-:13])=[O:12])[CH3:16] |f:1.2|. Procedure: To an equimolar amount of chloro-2,4-dinitrobenzene acid is added sodium ethoxide in ethanol to yield 2,4-dinitrophenyl ethyl ether. Next, to a weighed aliquot of poly(glycidol) containing 0.2 mole polymer in 300 ml of ethanol is added 0.2 mole 2,4-dinitrophenyl ethyl ether, and the reactants heated to reflux and maintained at reflux reaction conditions for 1 to 2 hours. The dry benzene is added and distillation initiated and continued until nearly all ethanol and water are azeotropically remove... Reactants: COP(=O)(CN1C(C(=CC1=O)C1=CC=CC=C1)=O)CC(CC(C)C)C(N[C@@H](CC(C)C)C(NC)=O)=O ([(RS)-4-methyl-2-[[(S)-3-methyl-1-(methylcarbamoyl)butyl]carbamoyl]pentyl][(2-phenylmaleimido)methyl]phosphinic acid methyl ester), FC(C(=O)O)(F)F (trifluoroacetic acid). The solvent is ClCCl (dichloromethane). Run at time 2 hour. Yields the product CC(CC(CP(O)(=O)CN1C(C(=CC1=O)C1=CC=CC=C1)=O)C(N[C@@H](CC(C)C)C(NC)=O)=O)C ([(RS)-4-methyl-2-[[(S)-3-methyl-1-(methylcarbamoyl)butyl]carbamoyl]pentyl][(2-phenylmaleimido)methyl]phosphinic acid). Isolated yield 97.6%. RXN SMILES: C[O:2][P:3]([CH2:19][CH:20]([C:25](=[O:36])[NH:26][C@H:27]([C:32](=[O:35])[NH:33][CH3:34])[CH2:28][CH:29]([CH3:31])[CH3:30])[CH2:21][CH:22]([CH3:24])[CH3:23])([CH2:5][N:6]1[C:10](=[O:11])[CH:9]=[C:8]([C:12]2[CH:17]=[CH:16][CH:15]=[CH:14][CH:13]=2)[C:7]1=[O:18])=[O:4].FC(F)(F)C(O)=O>ClCCl>[CH3:23][CH:22]([CH3:24])[CH2:21][CH:20]([C:25](=[O:36])[NH:26][C@H:27]([C:32](=[O:35])[NH:33][CH3:34])[CH2:28][CH:29]([CH3:30])[CH3:31])[CH2:19][P:3]([CH2:5][N:6]1[C:10](=[O:11])[CH:9]=[C:8]([C:12]2[CH:17]=[CH:16][CH:15]=[CH:14][CH:13]=2)[C:7]1=[O:18])(=[O:2])[OH:4]. Procedure: 0.1 g of [(RS)-4-methyl-2-[[(S)-3-methyl-1-(methylcarbamoyl)butyl]carbamoyl]pentyl][(2-phenylmaleimido)methyl]phosphinic acid methyl ester was dissolved in 1 ml of dichloromethane and 2 ml of trifluoroacetic acid were added. The mixture was stirred at room temperature for 2 hours and the solvent was then removed by evaporation. The residue was taken up in 30 ml of acetone/dichloromethane (1:1) and the solution was evaporated to give 95 mg of [(RS)-4-methyl-2-[[(S)-3-methyl-1-(methylcarbamoyl)but... Starting materials: C(=O)([O-])[O-].C(=O)([O-])[O-].OO.OO.OO.[Na+].[Na+].[Na+].[Na+] (sodium percarbonate), C(C)(=O)O (acetic acid), CC=1C(=NC=CC1OCCCOC)CSC1=NC2=C(N1)C=CC=C2 (2-[[[3-methyl-4-(3-methoxypropoxy)-2-pyridinyl]methyl]thio]-1H-benzimidazol), O (water). The solvent is CO (methanol). Conditions: temperature 5 celsius, time 6 hour. RXN SMILES: [CH3:1][C:2]1[C:3]([CH2:14][S:15][C:16]2[NH:20][C:19]3[CH:21]=[CH:22][CH:23]=[CH:24][C:18]=3[N:17]=2)=[N:4][CH:5]=[CH:6][C:7]=1[O:8][CH2:9][CH2:10][CH2:11][O:12][CH3:13].C([O-])([O-])=[O:26].C([O-])([O-])=O.OO.OO.OO.[Na+].[Na+].[Na+].[Na+].O.C(O)(=O)C>CO.[NH4+].[NH4+].[O-][Mo]([O-])(=O)=O>[CH3:1][C:2]1[C:3]([CH2:14][S+:15]([O-:26])[C:16]2[NH:20][C:19]3[CH:21]=[CH:22][CH:23]=[CH:24][C:18]=3[N:17]=2)=[N:4][CH:5]=[CH:6][C:7]=1[O:8][CH2:9][CH2:10][CH2:11][O:12][CH3:13] |f:1.2.3.4.5.6.7.8.9,13.14.15|. Reagents/catalysts: [NH4+].[NH4+].[O-][Mo](=O)(=O)[O-] (ammonium molybdate). Procedure details: 2.3 g of 2-[[[3-methyl-4-(3-methoxypropoxy)-2-pyridinyl]methyl]thio]-1H-benzimidazol were dissolved in 11.5 ml of methanol and 90 mg of ammonium molybdate were added. The solution was cooled to 5° C. and 0.87 g of sodium percarbonate were added, then kept stirred at this temperature for 6 h. After the reaction finished 22 ml of water were added, then heating to 20° C. and adjusting the pH of the mixture to 7.5 with acetic acid. The mixture is extracted with 50 ml of dichloromethane and the organ... Product: CC1=C(C=CN=C1C[S+](C=2NC=3C=CC=CC3N2)[O-])OCCCOC (rabeprazol). Yield: 200.8%. Starting materials: FC1=C(C=CC=C1)C1=CC(=CN1)C=O (5-(2-fluorophenyl)-1H-pyrrole-3-carbaldehyde), CN1N=CC(=C1)S(=O)(=O)Cl (1-methyl-1H-pyrazole-4-sulfonyl chloride). Product: FC1=C(C=CC=C1)C1=CC(=CN1S(=O)(=O)C=1C=NN(C1)C)C=O (5-(2-fluorophenyl)-1-[(1-methyl-1H-pyrazol-4-yl)sulfonyl]-1H-pyrrole-3-carbaldehyde), crystals. Isolated yield 65.0%. As a reaction SMILES: [F:1][C:2]1[CH:7]=[CH:6][CH:5]=[CH:4][C:3]=1[C:8]1[NH:12][CH:11]=[C:10]([CH:13]=[O:14])[CH:9]=1.[CH3:15][N:16]1[CH:20]=[C:19]([S:21](Cl)(=[O:23])=[O:22])[CH:18]=[N:17]1>>[F:1][C:2]1[CH:7]=[CH:6][CH:5]=[CH:4][C:3]=1[C:8]1[N:12]([S:21]([C:19]2[CH:18]=[N:17][N:16]([CH3:15])[CH:20]=2)(=[O:23])=[O:22])[CH:11]=[C:10]([CH:13]=[O:14])[CH:9]=1. Procedure: By a similar operation as in Reference Example 65 and using 5-(2-fluorophenyl)-1H-pyrrole-3-carbaldehyde (189 mg) and 1-methyl-1H-pyrazole-4-sulfonyl chloride (217 mg), the title compound was obtained as yellow crystals (yield 217 mg, 65%). Reactants: C(#N)C(=CC1=CC=C(OCC(=O)OCC)C=C1)C(NCC=1C=NC=CC1)=O (ethyl [4-[2-cyano-2-[N-(3-pyridylmethyl)carbamoyl]ethenyl]phenoxy]acetate), [OH-].[Na+] (sodium hydroxide). The solvent is CO (methanol). Yields the product C(#N)C(=CC1=CC=C(OCC(=O)[O-])C=C1)C(NCC=1C=NC=CC1)=O.[Na+] (Sodium [4-[2-Cyano-2-[N-(3-pyridylmethyl)carbamoyl]ethenyl]phenoxy]acetate). Reaction SMILES: [C:1]([C:3]([C:18](=[O:27])[NH:19][CH2:20][C:21]1[CH:22]=[N:23][CH:24]=[CH:25][CH:26]=1)=[CH:4][C:5]1[CH:17]=[CH:16][C:8]([O:9][CH2:10][C:11]([O:13]CC)=[O:12])=[CH:7][CH:6]=1)#[N:2].[OH-].[Na+:29]>CO>[C:1]([C:3]([C:18](=[O:27])[NH:19][CH2:20][C:21]1[CH:22]=[N:23][CH:24]=[CH:25][CH:26]=1)=[CH:4][C:5]1[CH:6]=[CH:7][C:8]([O:9][CH2:10][C:11]([O-:13])=[O:12])=[CH:16][CH:17]=1)#[N:2].[Na+:29] |f:1.2,4.5|. Reported procedure: A solution of ethyl [4-[2-cyano-2-[N-(3-pyridylmethyl)carbamoyl]ethenyl]phenoxy]acetate (730 mg) in 30 ml methanol was stirred with 10 ml of 0.2 mol/l aqueous sodium hydroxide at room temperature for 18 hours. After evaporation of methanol, the reaction mixture was mixed with 100 ml water and then extracted with 30 ml ethyl acetate to remove unreacted components. The aqueous layer was concentrated until a solid came out. A part of the resulting solid was filtered, and then dried over diphosphoru...